From a dataset of the Open Reaction Database (ORD), a public repository of structured organic reaction records. describe an organic reaction: reactants, conditions, products, and yield The reactants are Cc1ccccc1, COc1cccc(C2(C)CN(C)CC(C)O2)c1, Cl. Yields the product CC1CN(C)CC(C)(c2cccc(O)c2)O1. RXN SMILES: [CH3:19][c:20]1[cH:21][cH:22][cH:23][cH:24][cH:25]1.[CH3:2][O:3][c:4]1[cH:5][c:6]([C:10]2([CH3:18])[O:11][CH:12]([CH3:17])[CH2:13][N:14]([CH3:16])[CH2:15]2)[cH:7][cH:8][cH:9]1.[ClH:1]>>[OH:3][c:4]1[cH:5][c:6]([C:10]2([CH3:18])[O:11][CH:12]([CH3:17])[CH2:13][N:14]([CH3:16])[CH2:15]2)[cH:7][cH:8][cH:9]1. Reactants: O (water), BrCC([C@H]1CC[C@H]2[C@@H]3CC[C@H]4C[C@@H](CC[C@]4(C)[C@H]3C(C[C@]12C)=O)O)=O (21-bromo-3α-hydroxy-5α-pregnane-11,20-dione), N1C(C=CC=C1)=S (pyrid-2-thione), [OH-].[Na+] (sodium hydroxide). The solvent is CCOCC (ether), O1CCCC1 (tetrahydrofuran). Conditions: time 3 minute. Yields the product O[C@H]1C[C@@H]2CC[C@H]3[C@@H]4CC[C@H](C(CSC5=NC=CC=C5)=O)[C@]4(CC([C@@H]3[C@]2(CC1)C)=O)C (3α-Hydroxy-21-(pyrid-2ylthio)-5α-pregnane-11,20-dione). Yield: 22.4%. RXN SMILES: Br[CH2:2][C:3](=[O:25])[C@@H:4]1[C@:21]2([CH3:22])[C@H:7]([C@H:8]3[C@H:18]([C:19](=[O:23])[CH2:20]2)[C@:16]2([CH3:17])[C@H:11]([CH2:12][C@H:13]([OH:24])[CH2:14][CH2:15]2)[CH2:10][CH2:9]3)[CH2:6][CH2:5]1.[NH:26]1[CH:31]=[CH:30][CH:29]=[CH:28][C:27]1=[S:32].[OH-].[Na+].O>O1CCCC1.CCOCC>[OH:24][C@@H:13]1[CH2:14][CH2:15][C@@:16]2([CH3:17])[C@@H:11]([CH2:10][CH2:9][C@@H:8]3[C@@H:18]2[C:19](=[O:23])[CH2:20][C@@:21]2([CH3:22])[C@H:7]3[CH2:6][CH2:5][C@@H:4]2[C:3](=[O:25])[CH2:2][S:32][C:27]2[CH:28]=[CH:29][CH:30]=[CH:31][N:26]=2)[CH2:12]1 |f:2.3|. Reported procedure: A solution of 21-bromo-3α-hydroxy-5α-pregnane-11,20-dione (1.0 g.) in tetrahydrofuran (10 ml) was added to a solution of pyrid-2-thione (0.5 g) in 2N-aqueous sodium hydroxide (10 ml). After allowing the mixture to stand at room temperature for 3 mins., water and ether were added. The organic layer was washed with water, dried (Na2SO4) and evaporated. The residue was subjected to preparative t.l.c. and recrystallisation from methyl acetate/petrol to give title compound (240 mg.) as white needles ... The yield is 24.0%. The reactants are FC(C(=O)O)(F)F.FC(C(=O)O)(F)F.FC(C(=O)O)(F)F.ClC=1C=NC=2NC=3C=NC=C(CCC4=C(C=CC(NC1N2)=C4)NC(CC4CCNCC4)=O)C3 (N-[6-chloro-2,4,8,18,22-pentaazatetracyclo[14.3.1.1(3,7).1(9,13)]docosa-1(20),3(22),4,6,9(21),10,12,16,18-nonaen-12-yl]-2-piperidin-4-ylacetamide tris(trifluoroacetate)), COC1=NOC(=C1)C(=O)O (3-methoxyisoxazole-5-carboxylic acid). Procedure: The desired compound was prepared according to the procedure of Example A27 using N-[6-chloro-2,4,8,18,22-pentaazatetracyclo[14.3.1.1(3,7).1(9,13)]docosa-1(20),3(22),4,6,9(21),10,12,16,18-nonaen-12-yl]-2-piperidin-4-ylacetamide tris(trifluoroacetate) and 3-methoxyisoxazole-5-carboxylic acid as starting materials in 24% yield. LCMS for C29H30ClN8O4 (M+H)+: m/z=589.2. Product: FC(C(=O)O)(F)F.FC(C(=O)O)(F)F.ClC=1C=NC=2NC=3C=NC=C(CCC4=C(C=CC(NC1N2)=C4)NC(CC4CCN(CC4)C(=O)C4=CC(=NO4)OC)=O)C3 (N-[6-Chloro-2,4,8,18,22-pentaazatetracyclo[14.3.1.1(3,7).1(9,13)]docosa-1(20),3(22),4,6,9(21),10,12,16,18-nonaen-12-yl]-2-{1-[(3-methoxyisoxazol-5-yl)carbonyl]piperidin-4-yl}acetamide bis(trifluoroacetate)). Reaction SMILES: [F:1][C:2]([F:7])([F:6])[C:3]([OH:5])=[O:4].[F:8][C:9]([F:14])([F:13])[C:10]([OH:12])=[O:11].FC(F)(F)C(O)=O.[Cl:22][C:23]1[CH:24]=[N:25][C:26]2[NH:27][C:28]3[CH:29]=[N:30][CH:31]=[C:32]([CH:54]=3)[CH2:33][CH2:34][C:35]3[CH:43]=[C:39]([NH:40][C:41]=1[N:42]=2)[CH:38]=[CH:37][C:36]=3[NH:44][C:45](=[O:53])[CH2:46][CH:47]1[CH2:52][CH2:51][NH:50][CH2:49][CH2:48]1.[CH3:55][O:56][C:57]1[CH:61]=[C:60]([C:62](O)=[O:63])[O:59][N:58]=1>>[F:1][C:2]([F:7])([F:6])[C:3]([OH:5])=[O:4].[F:8][C:9]([F:14])([F:13])[C:10]([OH:12])=[O:11].[Cl:22][C:23]1[CH:24]=[N:25][C:26]2[NH:27][C:28]3[CH:29]=[N:30][CH:31]=[C:32]([CH:54]=3)[CH2:33][CH2:34][C:35]3[CH:43]=[C:39]([NH:40][C:41]=1[N:42]=2)[CH:38]=[CH:37][C:36]=3[NH:44][C:45](=[O:53])[CH2:46][CH:47]1[CH2:52][CH2:51][N:50]([C:62]([C:60]2[O:59][N:58]=[C:57]([O:56][CH3:55])[CH:61]=2)=[O:63])[CH2:49][CH2:48]1 |f:0.1.2.3,5.6.7|. The reactants are C=CC(N1C(=O)c2ccccc2C1=O)C(F)(F)CCCOC, C[Si](C)(C)I, ClCCl, Cl. Product: C=CC(N1C(=O)c2ccccc2C1=O)C(F)(F)CCCO. RXN SMILES: [C:1]1(=[O:22])[c:2]2[c:3]([cH:18][cH:19][cH:20][cH:21]2)[C:4](=[O:17])[N:5]1[CH:6]([CH:7]=[CH2:8])[C:9]([CH2:10][CH2:11][CH2:12][O:13][CH3:14])([F:15])[F:16].[CH3:23][Si:24]([I:25])([CH3:26])[CH3:27].[Cl:29][CH2:30][Cl:31].[ClH:28]>>[C:1]1(=[O:22])[c:2]2[c:3]([cH:18][cH:19][cH:20][cH:21]2)[C:4](=[O:17])[N:5]1[CH:6]([CH:7]=[CH2:8])[C:9]([CH2:10][CH2:11][CH2:12][OH:13])([F:15])[F:16]. Reactants: C(C)OC(=C)C=1C=CC=2N(N1)C(=CN2)C(C)C=2C=C1C=NN(C1=CC2F)C (6-(1-Ethoxyvinyl)-3-(1-(6-fluoro-1-methyl-1H-indazol-5-yl)ethyl)imidazo[1,2-b]pyridazine), ClC=1C=CC=2N(N1)C(=CN2)CC=2C=C1C=NN(C1=CC2F)C (6-chloro-3-((6-fluoro-1-methyl-1H-indazol-5-yl)methyl)imidazo[1,2-b]pyridazine). The product is C(C)OC(=C)C=1C=CC=2N(N1)C(=CN2)CC=2C=C1C=NN(C1=CC2F)C (6-(1-Ethoxyvinyl)-3-((6-fluoro-1-methyl-1H-indazol-5-yl)methyl)imidazo[1,2-b]pyridazine). RXN SMILES: [CH2:1]([O:3][C:4]([C:6]1[CH:7]=[CH:8][C:9]2[N:10]([C:12]([CH:15]([C:17]3[CH:18]=[C:19]4[C:23](=[CH:24][C:25]=3[F:26])[N:22]([CH3:27])[N:21]=[CH:20]4)C)=[CH:13][N:14]=2)[N:11]=1)=[CH2:5])[CH3:2].ClC1C=CC2N(C(CC3C=C4C(=CC=3F)N(C)N=C4)=CN=2)N=1>>[CH2:1]([O:3][C:4]([C:6]1[CH:7]=[CH:8][C:9]2[N:10]([C:12]([CH2:15][C:17]3[CH:18]=[C:19]4[C:23](=[CH:24][C:25]=3[F:26])[N:22]([CH3:27])[N:21]=[CH:20]4)=[CH:13][N:14]=2)[N:11]=1)=[CH2:5])[CH3:2]. Procedure: The title compound was prepared in analogy to the synthesis of compound 68.3 from 6-chloro-3-((6-fluoro-1-methyl-1H-indazol-5-yl)methyl)imidazo[1,2-b]pyridazine. The reactants are CN1CCOCC1, CCOC(C)=O, CN(C)C=O, Cl, [Cu], O=C(O)c1ccc(Oc2ccccc2)cc1I, Nc1ccc(Cl)cc1. Product: O=C(O)c1ccc(Oc2ccccc2)cc1Nc1ccc(Cl)cc1. RXN SMILES: [CH3:26][N:27]1[CH2:28][CH2:29][O:30][CH2:31][CH2:32]1.[CH3:35][CH2:36][O:37][C:38](=[O:39])[CH3:40].[CH3:41][N:42]([CH3:43])[CH:44]=[O:45].[ClH:33].[Cu:34].[I:1][c:2]1[c:3]([C:4](=[O:5])[OH:6])[cH:7][cH:8][c:9]([O:11][c:12]2[cH:13][cH:14][cH:15][cH:16][cH:17]2)[cH:10]1.[NH2:18][c:19]1[cH:20][cH:21][c:22]([Cl:23])[cH:24][cH:25]1>>[c:2]1([NH:18][c:19]2[cH:20][cH:21][c:22]([Cl:23])[cH:24][cH:25]2)[c:3]([C:4](=[O:5])[OH:6])[cH:7][cH:8][c:9]([O:11][c:12]2[cH:13][cH:14][cH:15][cH:16][cH:17]2)[cH:10]1.